Dataset: the Open Reaction Database (ORD), a public repository of structured organic reaction records. Task: describe an organic reaction: reactants, conditions, products, and yield The reactants are O=C(n1ccnc1)n1ccnc1, CCOCC, Nc1cc(F)ccc1CNC1CCN(Cc2ccccc2)CC1, C1CCOC1. The product is O=C1Nc2cc(F)ccc2CN1C1CCN(Cc2ccccc2)CC1. RXN SMILES: [C:1](=[O:2])([n:3]1[cH:4][cH:5][n:6][cH:7]1)[n:8]1[cH:9][cH:10][n:11][cH:12]1.[CH3:36][CH2:37][O:38][CH2:39][CH3:40].[NH2:13][c:14]1[c:15]([CH2:16][NH:17][CH:18]2[CH2:19][CH2:20][N:21]([CH2:24][c:25]3[cH:26][cH:27][cH:28][cH:29][cH:30]3)[CH2:22][CH2:23]2)[cH:31][cH:32][c:33]([F:35])[cH:34]1.[O:41]1[CH2:42][CH2:43][CH2:44][CH2:45]1>>[C:1]1(=[O:2])[NH:13][c:14]2[c:15]([cH:31][cH:32][c:33]([F:35])[cH:34]2)[CH2:16][N:17]1[CH:18]1[CH2:19][CH2:20][N:21]([CH2:24][c:25]2[cH:26][cH:27][cH:28][cH:29][cH:30]2)[CH2:22][CH2:23]1. Reactants: FC1=CC=C(OC2=CC3=C(N=C(N=C3)S(=O)(=O)C)N(C2=O)C)C=C1 (6-(4-fluorophenoxy)-8-methyl-2-(methylsulfonyl)pyrido[2,3-d]pyrimidin-7(8H)-one), FC1=CC=C(N)C=C1 (4-fluoroaniline), CO (Methanol). Solvent: CN1C(CCC1)=O (1-methyl-2-pyrrolidinone). Reaction conditions: temperature 110 celsius, time 12 hour. Yields the product FC1=CC=C(OC2=CC3=C(N=C(N=C3)NC3=CC=C(C=C3)F)N(C2=O)C)C=C1 (6-(4-fluorophenoxy)-2-[(4-fluorophenyl)amino]-8-methylpyrido[2,3-d]pyrimidin-7(8H)-one). RXN SMILES: [F:1][C:2]1[CH:24]=[CH:23][C:5]([O:6][C:7]2[C:20](=[O:21])[N:19]([CH3:22])[C:10]3[N:11]=[C:12](S(C)(=O)=O)[N:13]=[CH:14][C:9]=3[CH:8]=2)=[CH:4][CH:3]=1.[F:25][C:26]1[CH:32]=[CH:31][C:29]([NH2:30])=[CH:28][CH:27]=1.CO>CN1CCCC1=O>[F:1][C:2]1[CH:24]=[CH:23][C:5]([O:6][C:7]2[C:20](=[O:21])[N:19]([CH3:22])[C:10]3[N:11]=[C:12]([NH:30][C:29]4[CH:31]=[CH:32][C:26]([F:25])=[CH:27][CH:28]=4)[N:13]=[CH:14][C:9]=3[CH:8]=2)=[CH:4][CH:3]=1. Procedure: A mixture of 6-(4-fluorophenoxy)-8-methyl-2-(methylsulfonyl)pyrido[2,3-d]pyrimidin-7(8H)-one (see Example 8 replacing methyl 2-fluorophenoxyacetate with methyl 4-fluorophenoxyacetate-Step A-B, 0.35 g, 1 mmol) and 4-fluoroaniline (0.284 mL, 3 mmol) in 0.5 mL 1-methyl-2-pyrrolidinone was stirred at 110° C. for 12 hours and then cooled to room temperature. Methanol (2 mL) was added and the suspension was stirred for 30 minutes. Filtration and washing of the precipitate thoroughly with methanol foll... The reactants are ClC=1C=CC=2N(C(C3=C(N(C2N1)CC)N=CC(=C3)CCl)=O)C (2-chloro-8-chloromethyl-5,11-dihydro-11-ethyl-5-methyl-6H-dipyrido[3,2-b:2',3'-e][1,4]diazepin-6-one), OC=1C=NC=CC1 (3-hydroxypyridine). The product is ClC=1C=CC=2N(C(C3=C(N(C2N1)CC)N=CC(=C3)COC=3C=NC=CC3)=O)C (2-chloro-5,11-dihydro-11-ethyl-5-methyl-8-(3-pyridyloxy)methyl-6H-dipyrido[3,2-b:2',3'-e][1,4]diazepin-6-one). Isolated yield 72.0%. As a reaction SMILES: [Cl:1][C:2]1[CH:3]=[CH:4][C:5]2[N:6]([CH3:22])[C:7](=[O:21])[C:8]3[CH:18]=[C:17]([CH2:19]Cl)[CH:16]=[N:15][C:9]=3[N:10]([CH2:13][CH3:14])[C:11]=2[N:12]=1.[OH:23][C:24]1[CH:25]=[N:26][CH:27]=[CH:28][CH:29]=1>>[Cl:1][C:2]1[CH:3]=[CH:4][C:5]2[N:6]([CH3:22])[C:7](=[O:21])[C:8]3[CH:18]=[C:17]([CH2:19][O:23][C:24]4[CH:25]=[N:26][CH:27]=[CH:28][CH:29]=4)[CH:16]=[N:15][C:9]=3[N:10]([CH2:13][CH3:14])[C:11]=2[N:12]=1. Procedure details: Using a procedure analogous to that described in Example 98, the title compound, m.p. 183°-184° C., was prepared from 2-chloro-8-chloromethyl-5,11-dihydro-11-ethyl-5-methyl-6H-dipyrido[3,2-b:2',3'-e][1,4]diazepin-6-one and 3-hydroxypyridine. The yield was 72% of theory.